This data is from the Open Reaction Database (ORD), a public repository of structured organic reaction records. The task is: describe an organic reaction: reactants, conditions, products, and yield Starting materials: crude product, N1(CCCC1)C(C#N)C1=NC=CC=C1 (2-(1-pyrrolidinyl)-2-(2-pyridyl)acetonitrile), N1=C(C=CC=C1)C=O (pyridine-2-carboxaldehyde), [C-]#N.[K+] (potassium cyanide), Cl(=O)(=O)(=O)[O-].[NH2+]1CCCC1 (pyrrolidinium perchlorate), CI (methyl iodide), [BH4-].[Na+] (sodium borohydride), [H-].[Na+] (sodium hydride). Solvent: C(C)O (ethanol), CS(=O)C (dimethylsulfoxide), O1CCCC1 (tetrahydrofuran), CCCCCC (hexane), O1CCCC1 (tetrahydrofuran). Run at time 20 hour. Product: N1(CCCC1)C(C)C1=NC=CC=C1 (1-(1-pyrrolidinyl)-1-(2-pyridyl)ethane). The yield is 87.9%. RXN SMILES: [N:1]1([CH:6]([C:9]2[CH:14]=[CH:13][CH:12]=[CH:11][N:10]=2)[C:7]#N)[CH2:5][CH2:4][CH2:3][CH2:2]1.N1C=CC=CC=1C=O.[C-]#N.[K+].Cl([O-])(=O)(=O)=O.[NH2+]1CCCC1.[H-].[Na+].CI.[BH4-].[Na+]>CS(C)=O.O1CCCC1.C(O)C.CCCCCC>[N:1]1([CH:6]([C:9]2[CH:14]=[CH:13][CH:12]=[CH:11][N:10]=2)[CH3:7])[CH2:2][CH2:3][CH2:4][CH2:5]1 |f:2.3,4.5,6.7,9.10|. Reported procedure: To 25.0 g (0.134 mol) of 2-(1-pyrrolidinyl)-2-(2-pyridyl)acetonitrile, prepared by the reaction of pyridine-2-carboxaldehyde with potassium cyanide and pyrrolidinium perchlorate, in 75 ml dry dimethylsulfoxide and 200 ml tetrahydrofuran at -10° was added 7.75 g (0.161 mol) of 50% sodium hydride dispersion. After no further gas evolution was observed, a solution of 22.34 g (0.161 mol) of methyl iodide in 10 ml tetrahydrofuran was added over a 10 minute period. After addition had been completed, t... Reactants: C#CCON=C(C(C)=O)C(=O)OCC, CC(=O)O, O=S(=O)(Cl)Cl. Yields the product C#CCON=C(C(=O)CCl)C(=O)OCC. RXN SMILES: [CH2:1]([C:2]#[CH:3])[O:4][N:5]=[C:6]([C:7](=[O:8])[O:9][CH2:10][CH3:11])[C:12]([CH3:13])=[O:14].[CH3:20][C:21](=[O:22])[OH:23].[S:15]([Cl:16])(=[O:17])([Cl:18])=[O:19]>>[CH2:1]([C:2]#[CH:3])[O:4][N:5]=[C:6]([C:7](=[O:8])[O:9][CH2:10][CH3:11])[C:12]([CH2:13][Cl:18])=[O:14]. The reactants are CC(Cl)c1cccnc1, CNCCc1noc(C(C)C)n1. The reagents and catalysts are O=C([O-])[O-].[Cs+].[Cs+] (cesium carbonate), [I-].[K+] (potassium iodide). Solvent: CN(C)C=O (DMF), CN(C)C=O (dmf), CN(C)C=O (DMF). Conditions: temperature 70 celsius, time 16 hour. The product is CC(C)c1nc(CCN(C)C(C)c2cccnc2)no1. Reactants: COC(=O)CCCC=CCC1C(=O)CC(OC)C1C=CCC(OC)C1(Cc2ccc(Cl)s2)CCC1, Cc1ccccc1, COS(=O)(=O)C(F)(F)F. Product: COC(=O)CCCC=CCC1C(=O)CC(OC)C1C=CCC(O)C1(Cc2ccc(Cl)s2)CCC1. Reaction SMILES: [CH3:10][O:11][C:12]([CH2:13][CH2:14][CH2:15][CH:16]=[CH:17][CH2:18][CH:19]1[CH:20]([CH:27]=[CH:28][CH2:29][CH:30]([O:31][CH3:32])[C:33]2([CH2:37][c:38]3[s:39][c:40]([Cl:43])[cH:41][cH:42]3)[CH2:34][CH2:35][CH2:36]2)[CH:21]([O:25][CH3:26])[CH2:22][C:23]1=[O:24])=[O:44].[CH3:45][c:46]1[cH:47][cH:48][cH:49][cH:50][cH:51]1.[S:1]([O:2][CH3:3])([C:4]([F:5])([F:6])[F:7])(=[O:8])=[O:9]>>[CH3:10][O:11][C:12]([CH2:13][CH2:14][CH2:15][CH:16]=[CH:17][CH2:18][CH:19]1[CH:20]([CH:27]=[CH:28][CH2:29][CH:30]([OH:31])[C:33]2([CH2:37][c:38]3[s:39][c:40]([Cl:43])[cH:41][cH:42]3)[CH2:34][CH2:35][CH2:36]2)[CH:21]([O:25][CH3:26])[CH2:22][C:23]1=[O:24])=[O:44]. Reported procedure: An alkylphenol was made by alkylating a phenol with a propylene pentamer commercially available from Chevron Oronite Company LLC. The propylene pentamer was obtained as the bottoms product of the distillation of propylene oligomer derived from an oligomerization process that employed a bulk liquid phosphoric acid catalyst. The propylene pentamer had an initial boiling point of 236.5° C. and a final boiling point of 295.2° C. and the following carbon number distribution as set forth below in Tabl... The product is CC=C.CC=C.CC=C.CC=C.CC=C (propylene pentamer), C=CC (propylene). Reactants: CC=C.CC=C.CC=C.CC=C.CC=C (propylene pentamer), alkylphenol, C1(=CC=CC=C1)O (phenol). RXN SMILES: [C:1]1(O)[CH:6]=CC=C[CH:2]=1.[CH3:8][CH:9]=[CH2:10].[CH3:11][CH:12]=[CH2:13].[CH3:14][CH:15]=[CH2:16].[CH3:17][CH:18]=[CH2:19].[CH3:20][CH:21]=[CH2:22]>>[CH3:6][CH:1]=[CH2:2].[CH3:10][CH:9]=[CH2:8].[CH3:13][CH:12]=[CH2:11].[CH3:16][CH:15]=[CH2:14].[CH3:19][CH:18]=[CH2:17].[CH2:20]=[CH:21][CH3:22] |f:1.2.3.4.5,6.7.8.9.10|.